Dataset: the Open Reaction Database (ORD), a public repository of structured organic reaction records. Task: describe an organic reaction: reactants, conditions, products, and yield Starting materials: C(C)(C)(C)C=1C=C(C2=C(C(C(O2)=O)O)C1)C(C)(C)C (5,7-di-tert-butyl-3-hydroxybenzofuranone), BrBr (bromine). The solvent is C1(=CC=CC=C1)C (toluene). Run at temperature 60 celsius, time 30 minute. The product is C(C)(C)(C)C=1C=C(C2=C(C(C(O2)=O)Br)C1)C(C)(C)C (5,7-di-tert-butyl-3-bromobenzofuranone). Isolated yield 1.5%. Reaction SMILES: [C:1]([C:5]1[CH:6]=[C:7]([C:16]([CH3:19])([CH3:18])[CH3:17])[C:8]2[O:12][C:11](=[O:13])[CH:10](O)[C:9]=2[CH:15]=1)([CH3:4])([CH3:3])[CH3:2].[Br:20]Br>C1(C)C=CC=CC=1>[C:1]([C:5]1[CH:6]=[C:7]([C:16]([CH3:19])([CH3:18])[CH3:17])[C:8]2[O:12][C:11](=[O:13])[CH:10]([Br:20])[C:9]=2[CH:15]=1)([CH3:4])([CH3:3])[CH3:2]. Procedure: 12.9 g (0.052 mol) of 5,7-di-tert-butyl-3-hydroxybenzofuranone are dissolved in 50 ml of toluene and treated with 2.9 ml (0.052 mol) of bromine at 30° C. The mixture is subsequently stirred at 60° C. for 30 minutes. The solvent is distilled off by means of a rotary evaporator. 1 g of the crude product is purified by flash chromatography over silica gel (Merck Silicagel 60, 70-230 mesh ASTM; mobile phase: 1:1 hexane/dichloromethane) to leave 0.26 g (36% of theory) of 5,7-di-tert-butyl-3-bromobenz... As a reaction SMILES: [CH3:1][O:2][CH2:3][CH:4]1[N:5]([C:17]([C:18]([F:19])([F:20])[F:21])=[O:22])[CH2:6][CH2:7][N:8]([CH2:10][c:11]2[cH:12][cH:13][cH:14][cH:15][cH:16]2)[CH2:9]1.[CH3:25][OH:26].[H:23][H:24]>>[CH3:1][O:2][CH2:3][CH:4]1[N:5]([C:17]([C:18]([F:19])([F:20])[F:21])=[O:22])[CH2:6][CH2:7][NH:8][CH2:9]1. The product is COCC1CNCCN1C(=O)C(F)(F)F. The reactants are COCC1CN(Cc2ccccc2)CCN1C(=O)C(F)(F)F, CO, [H][H]. Reactants: Cl[Sn]Cl (SnCl2), FC1=C(C=CC(=C1)C(=C)N1CCCC1)OC (2-fluoro-1-methoxy-4-(1-pyrrolidinylvinyl) benzene), CC(=O)C1=CC(=C(C=C1)OC)F (3-fluoro-4-methoxyacetophenone), N1CCCC1 (pyrrolidine), CC1=NC(=C(C(=N1)Cl)[N+](=O)[O-])Cl (2-methyl-4,6-dichloro-5-nitropyrimidine), C(C)(C)N(C(C)C)CC (N,N-diisopropylethylamine), N1CCCCC1 (piperidine), Cl[Sn]Cl (SnCl2). The reagents and catalysts are Cl[Ti](Cl)(Cl)Cl (TiCl4). Run in CN(C)C=O (DMF), CCN(CC)CC (NEt3). Conditions: time 48 hour. Yields the product FC1=C(C=CC(=C1)C1=NC=2C(NC(=NC2)C2CC(NCC2)C)=C1)OC (2-fluoro-1-methoxy-4-[2-methyl-4-piperidylpyrrolo[4,5-d]pyrimidin-6-yl]benzene). The yield is 23.0%. As a reaction SMILES: [F:1][C:2]1[CH:7]=[C:6]([C:8]([N:10]2[CH2:14][CH2:13][CH2:12]C2)=C)[CH:5]=[CH:4][C:3]=1[O:15][CH3:16].CC(C1C=CC(OC)=C(F)C=1)=O.N1CCCC1.[CH3:34][C:35]1[N:40]=C(Cl)C([N+]([O-])=O)=[C:37](Cl)[N:36]=1.C([N:49]([CH2:53][CH3:54])[CH:50]([CH3:52])[CH3:51])(C)C.N1CCCCC1.Cl[Sn]Cl>CN(C=O)C.Cl[Ti](Cl)(Cl)Cl.CCN(CC)CC>[F:1][C:2]1[CH:7]=[C:6]([C:8]2[CH:12]=[C:13]3[NH:40][C:35]([CH:34]4[CH2:54][CH2:53][NH:49][CH:50]([CH3:51])[CH2:52]4)=[N:36][CH:37]=[C:14]3[N:10]=2)[CH:5]=[CH:4][C:3]=1[O:15][CH3:16]. Procedure details: Using the method described in Example 30 by employing 2-fluoro-1-methoxy-4-(1-pyrrolidinylvinyl) benzene (freshly prepared before use from 3-fluoro-4-methoxyacetophenone (Aldrich Chemical Company), pyrrolidine and TiCl4 (1.37 g, 6.19 mmol), 2-methyl-4,6-dichloro-5-nitropyrimidine (Example 76(b)) (1.30 g, 6.19 mmol), N,N-diisopropylethylamine (1.1 mL, 6.19 mmol), piperidine (1.0 mL, 9.9 mmol), NEt3 (1.1 mL) and SnCl2 (19 mL of a 2 M soln in DMF). In this example the 2 M SnCl2 solution was added t... Reactants: Brc1ccc(-c2ccc(Br)cc2)cc1, C1CCOC1, [Li]CCCC, CN(C)C=O. The product is O=Cc1ccc(-c2ccc(Br)cc2)cc1. RXN SMILES: [Br:1][c:2]1[cH:3][cH:4][c:5](-[c:8]2[cH:9][cH:10][c:11]([Br:14])[cH:12][cH:13]2)[cH:6][cH:7]1.[CH2:25]1[O:26][CH2:27][CH2:28][CH2:29]1.[CH3:15][CH2:16][CH2:17][CH2:18][Li:19].[O:20]=[CH:21][N:22]([CH3:23])[CH3:24]>>[c:2]1([CH:21]=[O:20])[cH:3][cH:4][c:5](-[c:8]2[cH:9][cH:10][c:11]([Br:14])[cH:12][cH:13]2)[cH:6][cH:7]1. Starting materials: CC1(N(C(CC(C1)O)(C)C)OC12COC(CC1)(CC2)C2=CC(=CC=C2)OC2=CC=CC=C2)C (2,2,6,6-Tetramethyl-1-((1-(3-phenoxyphenyl)-2-oxabicyclo[2.2.2]octan-4-yl)oxy) piperidin-4-ol), CC(=O)O (HOAc), O (water). The reagents and catalysts are [Zn] (zinc). Solvent: C1CCOC1 (THF). Conditions: time 3 day. Product: O(C1=CC=CC=C1)C=1C=C(C=CC1)C12OCC(CC1)(CC2)O (1-(3-Phenoxyphenyl)-2-oxabicyclo[2.2.2]octan-4-ol). The yield is 67.4%. RXN SMILES: CC1(C)CC(O)CC(C)(C)N1[O:11][C:12]12[CH2:19][CH2:18][C:15]([C:20]3[CH:25]=[CH:24][CH:23]=[C:22]([O:26][C:27]4[CH:32]=[CH:31][CH:30]=[CH:29][CH:28]=4)[CH:21]=3)([CH2:16][CH2:17]1)[O:14][CH2:13]2.CC(O)=O.O>C1COCC1.[Zn]>[O:26]([C:22]1[CH:21]=[C:20]([C:15]23[CH2:18][CH2:19][C:12]([OH:11])([CH2:17][CH2:16]2)[CH2:13][O:14]3)[CH:25]=[CH:24][CH:23]=1)[C:27]1[CH:32]=[CH:31][CH:30]=[CH:29][CH:28]=1. Reported procedure: A mixture of 96B [2,2,6,6-tetramethyl-1-((1-(3-phenoxyphenyl)-2-oxabicyclo[2.2.2]octan-4-yl)oxy)piperidin-4-ol] (140 mg, 0.310 mmol), activated zinc dust (203 mg, 3.10 mmol), and HOAc (3.55 mL, 62.0 mmol) in THF (1 mL)/water (0.5 mL) was stirred at rt for 3 days, then was filtered. The filtrate was dissolved in EtOAc (5 mL) and washed with water. The organic layer was dried (MgSO4) and concentrated in vacuo. The crude product was chromatographed [SiO2; continuous gradient of EtOAc/hexane (0% to ... Yields the product CC(=O)N(C)c1ccc(C(=O)N2CCN(CCc3ccc(Br)cc3)CC2)cc1. Reaction SMILES: [C:1]([CH3:2])(=[O:3])[NH:4][c:5]1[cH:6][cH:7][c:8]([C:9](=[O:10])[N:11]2[CH2:12][CH2:13][N:14]([CH2:17][CH2:18][c:19]3[cH:20][cH:21][c:22]([Br:25])[cH:23][cH:24]3)[CH2:15][CH2:16]2)[cH:26][cH:27]1.[CH3:30][I:31].[H-:29].[Na+:28].[O:32]=[CH:33][N:34]([CH3:35])[CH3:36]>>[C:1]([CH3:2])(=[O:3])[N:4]([c:5]1[cH:6][cH:7][c:8]([C:9](=[O:10])[N:11]2[CH2:12][CH2:13][N:14]([CH2:17][CH2:18][c:19]3[cH:20][cH:21][c:22]([Br:25])[cH:23][cH:24]3)[CH2:15][CH2:16]2)[cH:26][cH:27]1)[CH3:30]. Starting materials: CC(=O)Nc1ccc(C(=O)N2CCN(CCc3ccc(Br)cc3)CC2)cc1, CI, [H-], [Na+], CN(C)C=O. Starting materials: C(=O)(OC(C)(C)C)N1CCNCCC1 (1-BOC-homopiperazine), CS(=O)(=O)Cl (methane sulphonyl chloride). Solvent: C(C)N(CC)CC (triethylamine). Reaction conditions: time 4 hour. The product is C(C)(C)(C)OC(=O)N1CCN(CCC1)S(=O)(=O)C (4-methanesulfonyl-[1,4]diazepane-1-carboxylic acid tert-butyl ester). Reaction SMILES: [C:1]([N:8]1[CH2:14][CH2:13][CH2:12][NH:11][CH2:10][CH2:9]1)([O:3][C:4]([CH3:7])([CH3:6])[CH3:5])=[O:2].[CH3:15][S:16](Cl)(=[O:18])=[O:17]>C(N(CC)CC)C>[C:4]([O:3][C:1]([N:8]1[CH2:14][CH2:13][CH2:12][N:11]([S:16]([CH3:15])(=[O:18])=[O:17])[CH2:10][CH2:9]1)=[O:2])([CH3:7])([CH3:6])[CH3:5]. Procedure: To 1-BOC-homopiperazine (0.8 ml) was added methane sulphonyl chloride (0.34 ml) and triethylamine (0.68 ml). The reaction mixture was stirred at room temperature for 4 hours. The reaction mixture was then partitioned between dichloromethane and water. The combined organic extracts were then washed with brine and dried (MgSO4). The solvent was removed in vacuo to yield 1.23 g crude 4-methanesulfonyl-[1,4]diazepane-1-carboxylic acid tert-butyl ester. The product is CNC1(C)CN(c2cc3nc4c(cc3cc2F)c(=O)c(C(=O)O)cn4C2CC2)C1. Reaction SMILES: [CH3:24][S:25]([OH:26])(=[O:27])=[O:28].[CH3:29][S:30]([OH:31])(=[O:32])=[O:33].[CH3:34][C:35]1([NH:39][CH3:40])[CH2:36][NH:37][CH2:38]1.[F:1][c:2]1[cH:3][c:4]2[c:5]([n:6][c:7]3[n:8]([CH:18]4[CH2:19][CH2:20]4)[cH:9][c:10]([C:15](=[O:16])[OH:17])[c:11](=[O:14])[c:12]3[cH:13]2)[cH:21][c:22]1[F:23]>>[F:1][c:2]1[cH:3][c:4]2[c:5]([n:6][c:7]3[n:8]([CH:18]4[CH2:19][CH2:20]4)[cH:9][c:10]([C:15](=[O:16])[OH:17])[c:11](=[O:14])[c:12]3[cH:13]2)[cH:21][c:22]1[N:37]1[CH2:36][C:35]([CH3:34])([NH:39][CH3:40])[CH2:38]1. The reactants are CS(=O)(=O)O, CS(=O)(=O)O, CNC1(C)CNC1, O=C(O)c1cn(C2CC2)c2nc3cc(F)c(F)cc3cc2c1=O. Reactants: C(C1=CC=CC=C1)O[C@H]1[C@@H](O[C@H]2[C@@H]([C@H](N(C2)C(=O)OCC2=CC=CC=C2)COCC2=CC=CC=C2)O)O[C@@H]([C@H]([C@@H]1OCC1=CC=CC=C1)O[C@H]1[C@H](OCC2=CC=CC=C2)[C@@H](OCC2=CC=CC=C2)[C@H](OCC2=CC=CC=C2)[C@H](O1)C)COCC1=CC=CC=C1 ((2R,3R,4R)-N-Benzyloxycarbonyl-2-benzyloxymethyl-3-hydroxy-pyrrolidin-4-yl 2,3,6-tri-O-benzyl-4-O-(2,3,4-tri-O-benzyl-6-deoxy-β-D-glucopyranosyl)-α-D-glucopyranoside), Cl (hydrochloric acid). Reagents/catalysts: [OH-].[Pd+2].[OH-].[C] (palladium hydroxide carbon). The solvent is CO (methanol). Reaction conditions: time 2 hour. Yields the product [C@@H]1([C@H](O)[C@@H](O)[C@H](O)[C@H](O1)C)O[C@H]1[C@@H]([C@H]([C@@H](O[C@H]2[C@@H]([C@H](NC2)CO)O)O[C@@H]1CO)O)O ((2R,3R,4R)-2-Hydroxymethyl-3-hydroxy-pyrrolidin-4-yl 4-O-(6-deoxy-β-D-glucopyranosyl)-α-D-glucopyranoside). Isolated yield 79.0%. As a reaction SMILES: C([O:8][C@@H:9]1[C@@H:40]([O:41]CC2C=CC=CC=2)[C@H:39]([O:49][C@@H:50]2[O:79][C@H:78]([CH3:80])[C@@H:69]([O:70]CC3C=CC=CC=3)[C@H:60]([O:61]CC3C=CC=CC=3)[C@H:51]2[O:52]CC2C=CC=CC=2)[C@@H:38]([CH2:81][O:82]CC2C=CC=CC=2)[O:37][C@@H:10]1[O:11][C@@H:12]1[CH2:16][N:15](C(OCC2C=CC=CC=2)=O)[C@H:14]([CH2:27][O:28]CC2C=CC=CC=2)[C@H:13]1[OH:36])C1C=CC=CC=1.Cl>CO.[OH-].[Pd+2].[OH-].[C]>[C@@H:50]1([O:49][C@@H:39]2[C@@H:38]([CH2:81][OH:82])[O:37][C@H:10]([O:11][C@@H:12]3[CH2:16][NH:15][C@H:14]([CH2:27][OH:28])[C@H:13]3[OH:36])[C@H:9]([OH:8])[C@H:40]2[OH:41])[O:79][C@H:78]([CH3:80])[C@@H:69]([OH:70])[C@H:60]([OH:61])[C@H:51]1[OH:52] |f:3.4.5.6|. Reported procedure: The compound (90 mg, 74.6 μmol) synthesized in Example 12 (12a) was dissolved in methanol (10 mL) and hydrochloric acid (140 μL) and 20% palladium hydroxide-carbon (90 mg) were added thereto, followed by stirring of the mixture at room temperature under a hydrogen atmosphere for 2 hours. After the celite filtration, ammonia water (5%) was added thereto until the pH became neutral. The solvent was distilled off under reduced pressure and the residue was purified by ion exchange resin (Dowex 50w×8...